This data is from the Open Reaction Database (ORD), a public repository of structured organic reaction records. The task is: describe an organic reaction: reactants, conditions, products, and yield Procedure details: 1-Bromoadamantane (215.4 mg, 1.0 mmol) and a THF solution (1.55 mL, 0.97 M, 1.50 mmol) of phenylmagnesium bromide were used as starting materials, and reacted as in Entry 1. Conditions: The THF solution of phenylmagnesium bromide was added dropwise at 40° C. over 3 hours. After silica gel column chromatography (pentane), the title compound was obtained as a white solid (0.173 g, yield 81%). Solvent: CCCCC (pentane). Yield: 81.0%. The reactants are C1CCOC1 (THF), C1(=CC=CC=C1)[Mg]Br (phenylmagnesium bromide), C1(=CC=CC=C1)[Mg]Br (phenylmagnesium bromide), BrC12CC3CC(CC(C1)C3)C2 (1-Bromoadamantane), C1CCOC1 (THF). The product is C1(=CC=CC=C1)C12CC3CC(CC(C1)C3)C2 (1-Phenyladamantane), solid. As a reaction SMILES: Br[C:2]12[CH2:11][CH:6]3[CH2:7][CH:8]([CH2:10][CH:4]([CH2:5]3)[CH2:3]1)[CH2:9]2.C1COCC1.[C:17]1([Mg]Br)[CH:22]=[CH:21][CH:20]=[CH:19][CH:18]=1>CCCCC>[C:17]1([C:2]23[CH2:11][CH:6]4[CH2:7][CH:8]([CH2:10][CH:4]([CH2:5]4)[CH2:3]2)[CH2:9]3)[CH:22]=[CH:21][CH:20]=[CH:19][CH:18]=1. The reactants are C1(=CC=C(C=C1)C1(CC1)C1=NN=C2N1CCSC(C2)(C)CO[Si](C)(C)C(C)(C)C)C2=CC=CC=C2 (3-(1-Biphenyl-4-ylcyclopropyl)-8-({[tert-butyl(dimethyl)silyl]oxy}methyl)-8-methyl-5,6,8,9-tetrahydro[1,2,4]triazolo[4,3-d][1,4]thiazepine), Cl (hydrochloric acid). Solvent: CO (methanol). The product is C1(=CC=C(C=C1)C1(CC1)C1=NN=C2N1CCSC(C2)(C)CO)C2=CC=CC=C2 ([3-(1-Biphenyl-4-ylcyclopropyl)-8-methyl-5,6,8,9-tetrahydro[1,2,4]triazolo[4,3-d][1,4]thiazepin-8-yl]methanol). Yield: 90.4%. Reaction SMILES: [C:1]1([C:30]2[CH:35]=[CH:34][CH:33]=[CH:32][CH:31]=2)[CH:6]=[CH:5][C:4]([C:7]2([C:10]3[N:14]4[CH2:15][CH2:16][S:17][C:18]([CH2:21][O:22][Si](C(C)(C)C)(C)C)([CH3:20])[CH2:19][C:13]4=[N:12][N:11]=3)[CH2:9][CH2:8]2)=[CH:3][CH:2]=1.Cl>CO>[C:1]1([C:30]2[CH:35]=[CH:34][CH:33]=[CH:32][CH:31]=2)[CH:2]=[CH:3][C:4]([C:7]2([C:10]3[N:14]4[CH2:15][CH2:16][S:17][C:18]([CH2:21][OH:22])([CH3:20])[CH2:19][C:13]4=[N:12][N:11]=3)[CH2:8][CH2:9]2)=[CH:5][CH:6]=1. Procedure details: A solution of the compound (197 mg, 0.39 mmol) obtained in Example 1-3) and 4 M hydrochloric acid (1,4-dioxane solution, 0.5 mL) in methanol (2 mL) was stirred at room temperature for 21 h. The reaction mixture was concentrated under reduced pressure, saturated aqueous sodium hydrogencarbonate was added to the residue, the mixture was extracted with dichloromethane, and the organic layer was washed with saturated sodium chloride solution and dried with anhydrous sodium sulfate. After filtration,... Starting materials: C(C)(C)(C)OC(=O)N[C@@H](C(=O)O)COC1OCCCC1 ((2R)-2-[(tert-butoxycarbonyl)amino]-3-(tetrahydro-2H-pyran-2-yloxy)propanoic acid), C(=O)(N1C=NC=C1)N1C=NC=C1 (1,1′-carbonyldiimidazole), C(C1=CC=CC=C1)N (benzylamine). Run in ClCCl (dichloromethane). Run at time 1.5 hour. The product is C(C1=CC=CC=C1)NC(C(CO[C@H]1OCCCC1)NC(OC(C)(C)C)=O)=O (tert-butyl {(2R)-2-(benzylamino)-2-oxo-1-[(tetrahydro-2H-pyran-2-yloxy)methyl]ethyl}carbamate). Reaction SMILES: [C:1]([O:5][C:6]([NH:8][C@H:9]([CH2:13][O:14][CH:15]1[CH2:20][CH2:19][CH2:18][CH2:17][O:16]1)[C:10]([OH:12])=O)=[O:7])([CH3:4])([CH3:3])[CH3:2].C(N1C=CN=C1)(N1C=CN=C1)=O.[CH2:33]([NH2:40])[C:34]1[CH:39]=[CH:38][CH:37]=[CH:36][CH:35]=1>ClCCl>[CH2:33]([NH:40][C:10](=[O:12])[CH:9]([NH:8][C:6](=[O:7])[O:5][C:1]([CH3:2])([CH3:3])[CH3:4])[CH2:13][O:14][C@@H:15]1[CH2:20][CH2:19][CH2:18][CH2:17][O:16]1)[C:34]1[CH:39]=[CH:38][CH:37]=[CH:36][CH:35]=1. Reported procedure: To a cold solution (5° C.) of 10.00 g of Intermediate 2 in 150 mL of dichloromethane was added 5.89 g (0.036 mol) of 1,1′-carbonyldiimidazole. The mixture was allowed to warm to room temperature and stirred for 1.5 hours. Then, it was cooled to 5° C. and 4.37 g (0.041 mol) of benzylamine was added dropwise and the reaction was stirred at room temperature overnight. The organic phase was washed with 1 M HCl (2×80 mL), sodium bicarbonate solution (2×80 mL), water (80 mL), brine (80 mL) and dried o...